From a dataset of the Open Reaction Database (ORD), a public repository of structured organic reaction records. describe an organic reaction: reactants, conditions, products, and yield Starting materials: CCOC(C)=O, CC(C)(C)OC(=O)N1CCCC(C(OCCOS(C)(=O)=O)c2cccc(Cl)c2)C1, [N-]=[N+]=[N-], [Na+], CN(C)C=O. The product is CC(C)(C)OC(=O)N1CCCC(C(OCCN=[N+]=[N-])c2cccc(Cl)c2)C1. RXN SMILES: [CH3:39][CH2:40][O:41][C:42]([CH3:43])=[O:44].[Cl:1][c:2]1[cH:3][c:4]([CH:8]([CH:9]2[CH2:10][N:11]([C:15](=[O:16])[O:17][C:18]([CH3:19])([CH3:20])[CH3:21])[CH2:12][CH2:13][CH2:14]2)[O:22][CH2:23][CH2:24][O:25][S:26]([CH3:27])(=[O:28])=[O:29])[cH:5][cH:6][cH:7]1.[N-:35]=[N+:36]=[N-:37].[Na+:38].[O:30]=[CH:31][N:32]([CH3:33])[CH3:34]>>[Cl:1][c:2]1[cH:3][c:4]([CH:8]([CH:9]2[CH2:10][N:11]([C:15](=[O:16])[O:17][C:18]([CH3:19])([CH3:20])[CH3:21])[CH2:12][CH2:13][CH2:14]2)[O:22][CH2:23][CH2:24][N:35]=[N+:36]=[N-:37])[cH:5][cH:6][cH:7]1.